Dataset: the Open Reaction Database (ORD), a public repository of structured organic reaction records. Task: describe an organic reaction: reactants, conditions, products, and yield Reactants: resultant solution, BrCCC=C1C2=C(OCC3=C1C=CC=N3)C=CC(=C2)C(C)(C)O (2-[5-(3-Bromo-propylidene)-5,11-dihydro-10-oxa-1-aza-dibenzo[a,d]cyclohepten-7-yl]-propan-2-ol), COC(CN(C1CNCC1)CC1=CC=C(C=C1)Cl)=O ([(4-Chloro-benzyl)-pyrrolidin-3-yl-amino]-acetic acid methyl ester), N1=C(C=CC=C1C)C (2,6-lutidine), [I-].[K+] (potassium iodide). Solvent: C(C)(C)O (isopropanol). Product: COC(CN(C1CN(CC1)CCC=C1C2=C(OCC3=C1C=CC=N3)C=CC(=C2)C(C)(C)O)CC2=CC=C(C=C2)Cl)=O ([(4-Chloro-benzyl)-(1-{3-[7-(1-hydroxy-1-methyl-ethyl)-11H-10-oxa-1-aza-dibenzo[a,d]cyclohepten-5-ylidene]-propyl}-pyrrolidin-3-yl)-amino]-acetic acid methyl ester). As a reaction SMILES: [CH3:1][O:2][C:3](=[O:19])[CH2:4][N:5]([CH2:11][C:12]1[CH:17]=[CH:16][C:15]([Cl:18])=[CH:14][CH:13]=1)[CH:6]1[CH2:10][CH2:9][NH:8][CH2:7]1.N1C(C)=CC=CC=1C.[I-].[K+].Br[CH2:31][CH2:32][CH:33]=[C:34]1[C:40]2[CH:41]=[CH:42][CH:43]=[N:44][C:39]=2[CH2:38][O:37][C:36]2[CH:45]=[CH:46][C:47]([C:49]([OH:52])([CH3:51])[CH3:50])=[CH:48][C:35]1=2>C(O)(C)C>[CH3:1][O:2][C:3](=[O:19])[CH2:4][N:5]([CH2:11][C:12]1[CH:13]=[CH:14][C:15]([Cl:18])=[CH:16][CH:17]=1)[CH:6]1[CH2:10][CH2:9][N:8]([CH2:31][CH2:32][CH:33]=[C:34]2[C:40]3[CH:41]=[CH:42][CH:43]=[N:44][C:39]=3[CH2:38][O:37][C:36]3[CH:45]=[CH:46][C:47]([C:49]([OH:52])([CH3:51])[CH3:50])=[CH:48][C:35]2=3)[CH2:7]1 |f:2.3|. Procedure: To a solution of [(4-Chloro-benzyl)-pyrrolidin-3-yl-amino]-acetic acid methyl ester (188 mg, 0.67 mmol) in isopropanol (5 mL) was added 2,6-lutidine (186 uL, 1.6 mmol), and a catalytic amount of potassium iodide. The resultant solution was heated at 80° C. and to it was added 2-[5-(3-Bromo-propylidene)-5,11-dihydro-10-oxa-1-aza-dibenzo[a,d]cyclohepten-7-yl]-propan-2-ol (149 mg, 0.4 mmol) portionwise over 0.5 h. The reaction solution was heated overnight then partitioned between water and ethyl a...